From a dataset of the Open Reaction Database (ORD), a public repository of structured organic reaction records. describe an organic reaction: reactants, conditions, products, and yield Starting materials: ClC1=NC=NC(=C1C)COC (4-Chloro-5-methyl-6-[(methyloxy)methyl]pyrimidine), ClC1=NC=NC(=C1C)COC (4-Chloro-5-methyl-6-[(methyloxy)methyl]pyrimidine), B(Br)(Br)Br (boron tribromide). Run in C(Cl)Cl (DCM), C(Cl)Cl (DCM). Reaction conditions: time 1 hour. Product: ClC1=C(C(=NC=N1)CO)C ((6-chloro-5-methyl-4-pyrimidinyl)methanol). Yield: 86.4%. As a reaction SMILES: [Cl:1][C:2]1[C:7]([CH3:8])=[C:6]([CH2:9][O:10]C)[N:5]=[CH:4][N:3]=1.B(Br)(Br)Br>C(Cl)Cl>[Cl:1][C:2]1[N:3]=[CH:4][N:5]=[C:6]([CH2:9][OH:10])[C:7]=1[CH3:8]. Reported procedure: 4-Chloro-5-methyl-6-[(methyloxy)methyl]pyrimidine (Intermediate 49, 2.14 g, 12.40 mmol) was dissolved in DCM (105 ml), cooled in an ice bath and treated with 1M boron tribromide in DCM (13.64 ml, 13.64 mmol). The resulting mixture was stirred for 1 hour, allowed to warm to room temperature and stirred for 1 hour. The reaction was quenched by adding water and diluted with DCM. The DCM layer was separated, dried under magnesium sulfate and evaporated under reduced pressure to give the title compou...